This data is from the Open Reaction Database (ORD), a public repository of structured organic reaction records. The task is: describe an organic reaction: reactants, conditions, products, and yield Starting materials: Br, Br, CC(=O)c1ccccc1C(=O)O, CC(=O)O, Clc1ccccc1, O. The product is O=C1COC(=O)c2ccccc21. As a reaction SMILES: [Br:26].[BrH:20].[C:1]([CH3:2])(=[O:3])[c:4]1[c:5]([C:6](=[O:7])[OH:8])[cH:9][cH:10][cH:11][cH:12]1.[CH3:22][C:23](=[O:24])[OH:25].[Cl:13][c:14]1[cH:15][cH:16][cH:17][cH:18][cH:19]1.[OH2:21]>>[C:1]1(=[O:3])[CH2:2][O:7][C:6](=[O:8])[c:5]2[c:4]1[cH:12][cH:11][cH:10][cH:9]2. The reactants are O=C([O-])[O-], Cc1nc(Br)sc1C(=O)NCc1ccccc1, O=C1CC(Cc2ccccc2)CN1, Cc1ccccc1, [Cs+], [Cs+], O=C(C=Cc1ccccc1)C=Cc1ccccc1, O=C(C=Cc1ccccc1)C=Cc1ccccc1, O=C(C=Cc1ccccc1)C=Cc1ccccc1, [Pd], [Pd]. Yields the product Cc1nc(N2CC(Cc3ccccc3)CC2=O)sc1C(=O)NCc1ccccc1. Reaction SMILES: [C:31](=[O:32])([O-:33])[O-:34].[CH2:14]([c:15]1[cH:16][cH:17][cH:18][cH:19][cH:20]1)[NH:21][C:22](=[O:23])[c:24]1[c:25]([CH3:30])[n:26][c:27]([Br:29])[s:28]1.[CH2:1]([c:2]1[cH:3][cH:4][cH:5][cH:6][cH:7]1)[CH:8]1[CH2:9][C:10](=[O:13])[NH:11][CH2:12]1.[CH3:37][c:38]1[cH:39][cH:40][cH:41][cH:42][cH:43]1.[Cs+:35].[Cs+:36].[O:46]=[C:47]([CH:48]=[CH:49][c:50]1[cH:51][cH:52][cH:53][cH:54][cH:55]1)[CH:56]=[CH:57][c:58]1[cH:59][cH:60][cH:61][cH:62][cH:63]1.[O:64]=[C:65]([CH:66]=[CH:67][c:68]1[cH:69][cH:70][cH:71][cH:72][cH:73]1)[CH:74]=[CH:75][c:76]1[cH:77][cH:78][cH:79][cH:80][cH:81]1.[O:82]=[C:83]([CH:84]=[CH:85][c:86]1[cH:87][cH:88][cH:89][cH:90][cH:91]1)[CH:92]=[CH:93][c:94]1[cH:95][cH:96][cH:97][cH:98][cH:99]1.[Pd:44].[Pd:45]>>[CH2:1]([c:2]1[cH:3][cH:4][cH:5][cH:6][cH:7]1)[CH:8]1[CH2:9][C:10](=[O:13])[N:11]([c:27]2[n:26][c:25]([CH3:30])[c:24]([C:22]([NH:21][CH2:14][c:15]3[cH:16][cH:17][cH:18][cH:19][cH:20]3)=[O:23])[s:28]2)[CH2:12]1.